Dataset: the Open Reaction Database (ORD), a public repository of structured organic reaction records. Task: describe an organic reaction: reactants, conditions, products, and yield The reactants are COc1cc2c(c(OC)c1OC)-c1ccc(C(=O)O)cc1C(NC(C)=O)CC2, CN(C)c1ccncc1, ClCCl, NCCCN1CCOCC1. Yields the product COc1cc2c(c(OC)c1OC)-c1ccc(C(=O)NCCCN3CCOCC3)cc1C(NC(C)=O)CC2. As a reaction SMILES: [C:1](=[O:2])([OH:3])[c:4]1[cH:5][cH:6][c:7]2[c:8]([cH:28]1)[CH:9]([NH:24][C:25]([CH3:26])=[O:27])[CH2:10][CH2:11][c:12]1[c:13]-2[c:14]([O:22][CH3:23])[c:15]([O:20][CH3:21])[c:16]([O:18][CH3:19])[cH:17]1.[CH3:39][N:40]([c:41]1[cH:42][cH:43][n:44][cH:45][cH:46]1)[CH3:47].[Cl:48][CH2:49][Cl:50].[NH2:29][CH2:30][CH2:31][CH2:32][N:33]1[CH2:34][CH2:35][O:36][CH2:37][CH2:38]1>>[C:1](=[O:2])([c:4]1[cH:5][cH:6][c:7]2[c:8]([cH:28]1)[CH:9]([NH:24][C:25]([CH3:26])=[O:27])[CH2:10][CH2:11][c:12]1[c:13]-2[c:14]([O:22][CH3:23])[c:15]([O:20][CH3:21])[c:16]([O:18][CH3:19])[cH:17]1)[NH:29][CH2:30][CH2:31][CH2:32][N:33]1[CH2:34][CH2:35][O:36][CH2:37][CH2:38]1. Reactants: CCO, CCOC(=O)CC1=Cc2ccccc2CC1. Product: CCOC(=O)CC1CCc2ccccc2C1. Reaction SMILES: [CH3:17][CH2:18][OH:19].[CH:1]1=[C:2]([CH2:11][C:12](=[O:13])[O:14][CH2:15][CH3:16])[CH2:3][CH2:4][c:5]2[cH:6][cH:7][cH:8][cH:9][c:10]21>>[CH2:1]1[CH:2]([CH2:11][C:12](=[O:13])[O:14][CH2:15][CH3:16])[CH2:3][CH2:4][c:5]2[cH:6][cH:7][cH:8][cH:9][c:10]21. The reactants are BrCCCN1C=2C=CC(=CC2C=2C3=C(C(=CC12)C1=CC=CC=C1)C(NC3=O)=O)O (6-(3-Bromopropyl)-9-hydroxy-4-phenylpyrrolo[3,4-c]carbazole-1,3(2H,6H)-dione), aqueous solution, C([O-])([O-])=O.[K+].[K+] (potassium carbonate), example 173, amine, CNC (dimethylamine), Cl (hydrochloric acid). Solvent: CC(=O)N(C)C (dimethylacetamide), O (water). Run at temperature 80 celsius, time 18 hour. Product: CN(CCCN1C=2C=CC(=CC2C=2C3=C(C(=CC12)C1=CC=CC=C1)C(NC3=O)=O)O)C (6-[3-(Dimethylamino)propyl]-9-hydroxy-4-phenylpyrrolo[3,4-c]carbazole-1,3(2H,6H)-dione). The yield is 47.0%. RXN SMILES: Br[CH2:2][CH2:3][CH2:4][N:5]1[C:17]2[CH:16]=[C:15]([C:18]3[CH:23]=[CH:22][CH:21]=[CH:20][CH:19]=3)[C:14]3[C:24](=[O:28])[NH:25][C:26](=[O:27])[C:13]=3[C:12]=2[C:11]2[CH:10]=[C:9]([OH:29])[CH:8]=[CH:7][C:6]1=2.[CH3:30][NH:31][CH3:32].Cl.C(=O)([O-])[O-].[K+].[K+]>CC(N(C)C)=O.O>[CH3:30][N:31]([CH3:32])[CH2:2][CH2:3][CH2:4][N:5]1[C:17]2[CH:16]=[C:15]([C:18]3[CH:23]=[CH:22][CH:21]=[CH:20][CH:19]=3)[C:14]3[C:24](=[O:28])[NH:25][C:26](=[O:27])[C:13]=3[C:12]=2[C:11]2[CH:10]=[C:9]([OH:29])[CH:8]=[CH:7][C:6]1=2 |f:3.4.5|. Procedure details: To a solution of bromide (204) prepared as described in example 173 (0.12 g, 0.27 mmol) in dimethylacetamide (4 mL) was added the amine, dimethylamine (25 mol eq., 0.85 mL in this case as an 40% aqueous solution). The reaction vessel was sealed and heated at 80° C. with stirring for 18 h, before being diluted with water. The resulting solution was then acidified by the dropwise addition of concentrated hydrochloric acid and the pH was then adjusted to approximately pH=9 by the addition of solid ... Reactants: C(C)(C)N1N=C(N=C1C=1SC=2CCOC3=C(C2N1)C=CC(=C3)C(C)=O)C (1-[2-(2-isopropyl-5-methyl-2H-[1,2,4]triazol-3-yl)-4,5-dihydro-6-oxa-3-thia-1-aza-benzo[e]azulen-8-yl]-ethanone), C(C)(=O)[O-].[NH4+] (ammonium acetate), [OH-].[Na+] (NaOH), C(#N)[BH3-].[Na+] (sodium cyanoborohydride). Solvent: CO (methanol). Reaction conditions: temperature 50 celsius, time 8 hour. Product: C(C)(C)N1N=C(N=C1C=1SC=2CCOC3=C(C2N1)C=CC(=C3)C(C)N)C (1-[2-(2-Isopropyl-5-methyl-2H-[1,2,4]triazol-3-yl)-4,5-dihydro-6-oxa-3-thia-1-aza-benzo[e]azulen-8-yl]-ethylamine). RXN SMILES: [CH:1]([N:4]1[C:8]([C:9]2[S:10][C:11]3[CH2:12][CH2:13][O:14][C:15]4[CH:22]=[C:21]([C:23](=O)[CH3:24])[CH:20]=[CH:19][C:16]=4[C:17]=3[N:18]=2)=[N:7][C:6]([CH3:26])=[N:5]1)([CH3:3])[CH3:2].C([O-])(=O)C.[NH4+].C([BH3-])#[N:33].[Na+].[OH-].[Na+]>CO>[CH:1]([N:4]1[C:8]([C:9]2[S:10][C:11]3[CH2:12][CH2:13][O:14][C:15]4[CH:22]=[C:21]([CH:23]([NH2:33])[CH3:24])[CH:20]=[CH:19][C:16]=4[C:17]=3[N:18]=2)=[N:7][C:6]([CH3:26])=[N:5]1)([CH3:3])[CH3:2] |f:1.2,3.4,5.6|. Reported procedure: To a solution of 1-[2-(2-isopropyl-5-methyl-2H-[1,2,4]triazol-3-yl)-4,5-dihydro-6-oxa-3-thia-1-aza-benzo[e]azulen-8-yl]-ethanone (0.126 g, 0.000342 mol) in methanol (5.0 mL) was added ammonium acetate (0.140 g, 0.00182 mol) then sodium cyanoborohydride (0.172 g, 0.00274 mol). The reaction was stirred at 50° C. overnight. The mixture was basified with 1N NaOH and extracted 3 times with methylene chloride. The organic phases were combined, dried with Na2SO4 and concentrated to give 1-[2-(2-Isoprop... Starting materials: C1COCCN1, [Na+], O=C(Oc1cccc2c1CCC2)C1CN(C(c2ccccc2)(c2ccccc2)c2ccccc2)CCO1, O, O=C(O)C(F)(F)F, O=C([O-])O. Yields the product O=C(Oc1cccc2c1CCC2)C1CNCCO1. As a reaction SMILES: [CH2:45]1[NH:46][CH2:47][CH2:48][O:49][CH2:50]1.[Na+:51].[O:1]=[C:2]([CH:3]1[O:4][CH2:5][CH2:6][N:7]([C:9]([c:10]2[cH:11][cH:12][cH:13][cH:14][cH:15]2)([c:16]2[cH:17][cH:18][cH:19][cH:20][cH:21]2)[c:22]2[cH:23][cH:24][cH:25][cH:26][cH:27]2)[CH2:8]1)[O:28][c:29]1[c:30]2[c:34]([cH:35][cH:36][cH:37]1)[CH2:33][CH2:32][CH2:31]2.[OH2:56].[OH:38][C:39]([C:40]([F:41])([F:42])[F:43])=[O:44].[OH:52][C:53](=[O:54])[O-:55]>>[O:1]=[C:2]([CH:3]1[O:4][CH2:5][CH2:6][NH:7][CH2:8]1)[O:28][c:29]1[c:30]2[c:34]([cH:35][cH:36][cH:37]1)[CH2:33][CH2:32][CH2:31]2. The reactants are C(=O)NC1CC2=CC=CC=C2C1 (2-Formylaminoindane), [N+](=O)(O)[O-] (nitric acid). Run at time 1 hour. Product: C(=O)NC1CC2=CC=C(C=C2C1)[N+](=O)[O-] (2-Formylamino-5-nitroindane). RXN SMILES: [CH:1]([NH:3][CH:4]1[CH2:12][C:11]2[C:6](=[CH:7][CH:8]=[CH:9][CH:10]=2)[CH2:5]1)=[O:2].[N+:13]([O-])([OH:15])=[O:14]>>[CH:1]([NH:3][CH:4]1[CH2:12][C:11]2[C:6](=[CH:7][CH:8]=[C:9]([N+:13]([O-:15])=[O:14])[CH:10]=2)[CH2:5]1)=[O:2]. Reported procedure: 2-Formylaminoindane (15 g) was added portionwise to fuming nitric acid (30 ml, density=1.5 g/ml) whilst keeping the temperature at between 0° and -5° . Stirring was continued for 1 hour at 0° before pouring the reaction mixture onto ice/water and extracting with methylene chloride. The organic layer was washed with aqueous sodium bicarbonate, dried (MgSO4) and evaporated in vacuo to give an oil which was purified by column chromatography on silica eluting with methylene chloride containing hexan...